This data is from the Open Reaction Database (ORD), a public repository of structured organic reaction records. The task is: describe an organic reaction: reactants, conditions, products, and yield The reactants are ClC=1C=C(C=CC1C)O (3-chloro-4-methylphenol), O[C@@H](C(=O)OC)C ((R)-methyl 2-hydroxypropanoate). The product is ClC=1C=C(O[C@H](C(=O)OC)C)C=CC1C ((S)-Methyl 2-(3-chloro-4-methylphenoxy)propanoate). Reaction SMILES: [Cl:1][C:2]1[CH:3]=[C:4]([OH:9])[CH:5]=[CH:6][C:7]=1[CH3:8].O[C@H:11]([CH3:16])[C:12]([O:14][CH3:15])=[O:13]>>[Cl:1][C:2]1[CH:3]=[C:4]([CH:5]=[CH:6][C:7]=1[CH3:8])[O:9][C@@H:11]([CH3:16])[C:12]([O:14][CH3:15])=[O:13]. Procedure details: The title compound was prepared following the same protocol as described in Step 1, Example 42, using the 3-chloro-4-methylphenol instead of the m-cresol and the (R)-methyl 2-hydroxypropanoate instead of the (S)-methyl 2-hydroxypropanoate. Reaction SMILES: [BrH:30].[CH2:1]([CH2:2][CH2:3][CH2:4][CH2:5][CH2:6][CH2:7][CH2:8][CH3:9])[c:10]1[cH:11][cH:12][c:13](-[c:16]2[n:17][cH:18][c:19](-[c:22]3[cH:23][cH:24][c:25]([O:28][CH3:29])[cH:26][cH:27]3)[cH:20][n:21]2)[cH:14][cH:15]1.[CH3:31][C:32](=[O:33])[OH:34]>>[CH2:1]([CH2:2][CH2:3][CH2:4][CH2:5][CH2:6][CH2:7][CH2:8][CH3:9])[c:10]1[cH:11][cH:12][c:13](-[c:16]2[n:17][cH:18][c:19](-[c:22]3[cH:23][cH:24][c:25]([OH:28])[cH:26][cH:27]3)[cH:20][n:21]2)[cH:14][cH:15]1. Starting materials: Br, CCCCCCCCCc1ccc(-c2ncc(-c3ccc(OC)cc3)cn2)cc1, CC(=O)O. The product is CCCCCCCCCc1ccc(-c2ncc(-c3ccc(O)cc3)cn2)cc1.